The task is: describe an organic reaction: reactants, conditions, products, and yield. This data is from the Open Reaction Database (ORD), a public repository of structured organic reaction records. The reactants are Fc1cccc(-c2nn(C(c3ccccc3)(c3ccccc3)c3ccccc3)c3ccc(CCl)cc23)c1, [H-], [I-], [Na+], [Na+], C1CCOC1, O, OC1CCOC1. The product is Fc1cccc(-c2nn(C(c3ccccc3)(c3ccccc3)c3ccccc3)c3ccc(COC4CCOC4)cc23)c1. As a reaction SMILES: [Cl:9][CH2:10][c:11]1[cH:12][c:13]2[c:14](-[c:39]3[cH:40][c:41]([F:45])[cH:42][cH:43][cH:44]3)[n:15][n:16]([C:20]([c:21]3[cH:22][cH:23][cH:24][cH:25][cH:26]3)([c:27]3[cH:28][cH:29][cH:30][cH:31][cH:32]3)[c:33]3[cH:34][cH:35][cH:36][cH:37][cH:38]3)[c:17]2[cH:18][cH:19]1.[H-:7].[I-:47].[Na+:46].[Na+:8].[O:48]1[CH2:49][CH2:50][CH2:51][CH2:52]1.[OH2:53].[OH:1][CH:2]1[CH2:3][O:4][CH2:5][CH2:6]1>>[O:1]([CH:2]1[CH2:3][O:4][CH2:5][CH2:6]1)[CH2:10][c:11]1[cH:12][c:13]2[c:14](-[c:39]3[cH:40][c:41]([F:45])[cH:42][cH:43][cH:44]3)[n:15][n:16]([C:20]([c:21]3[cH:22][cH:23][cH:24][cH:25][cH:26]3)([c:27]3[cH:28][cH:29][cH:30][cH:31][cH:32]3)[c:33]3[cH:34][cH:35][cH:36][cH:37][cH:38]3)[c:17]2[cH:18][cH:19]1.